Dataset: the Open Reaction Database (ORD), a public repository of structured organic reaction records. Task: describe an organic reaction: reactants, conditions, products, and yield Starting materials: CCOC(=O)c1cnc(N(Cc2ccc(OC)cc2)c2ccc(N3CCOCC3)nc2)cc1N, CCCC[Sn](Cl)(Cl)CCCC, O=Cc1ccccc1, C1CCOC1, O, [SiH3]c1ccccc1. Product: CCOC(=O)c1cnc(N(Cc2ccc(OC)cc2)c2ccc(N3CCOCC3)nc2)cc1NCc1ccccc1. As a reaction SMILES: [CH2:1]([CH3:2])[O:3][C:4](=[O:5])[c:6]1[cH:7][n:8][c:9]([N:13]([c:14]2[cH:15][n:16][c:17]([N:20]3[CH2:21][CH2:22][O:23][CH2:24][CH2:25]3)[cH:18][cH:19]2)[CH2:26][c:27]2[cH:28][cH:29][c:30]([O:33][CH3:34])[cH:31][cH:32]2)[cH:10][c:11]1[NH2:12].[CH2:43]([Sn:44]([Cl:45])([Cl:46])[CH2:47][CH2:48][CH2:49][CH3:50])[CH2:51][CH2:52][CH3:53].[CH:35](=[O:36])[c:37]1[cH:38][cH:39][cH:40][cH:41][cH:42]1.[O:61]1[CH2:62][CH2:63][CH2:64][CH2:65]1.[OH2:66].[c:54]1([SiH3:55])[cH:56][cH:57][cH:58][cH:59][cH:60]1>>[CH2:1]([CH3:2])[O:3][C:4](=[O:5])[c:6]1[cH:7][n:8][c:9]([N:13]([c:14]2[cH:15][n:16][c:17]([N:20]3[CH2:21][CH2:22][O:23][CH2:24][CH2:25]3)[cH:18][cH:19]2)[CH2:26][c:27]2[cH:28][cH:29][c:30]([O:33][CH3:34])[cH:31][cH:32]2)[cH:10][c:11]1[NH:12][CH2:35][c:37]1[cH:38][cH:39][cH:40][cH:41][cH:42]1. Starting materials: C(C)N(C1=C(C=C(C(=C1)OC)OC)[C@H]1CC=2C=CC(=CC2CC1)OC(C(C)(C)C)=O)C(C1=CC(=C(C=C1)O)F)=O (pivalic acid (R)-6-{2-[ethyl(3-fluoro-4-hydroxybenzoyl)amino]-4,5-dimethoxyphenyl}-5,6,7,8-tetrahydronaphthalen-2-yl ester), ClCC(=O)N(C1CCOCC1)C (2-chloro-N-methyl-N-(tetrahydropyran-4-yl)acetamide). Product: C(C)N(C1=C(C=C(C(=C1)OC)OC)[C@H]1CC=2C=CC(=CC2CC1)O)CC1=CC(=C(C=C1)OCCN(C1CCOCC1)C)F ((R)-6-{2-{Ethyl{3-fluoro-4-{2-[methyl(tetrahydropyran-4-yl)amino]ethoxy}benzyl}amino}-4,5-dimethoxyphenyl}-5,6,7,8-tetrahydronaphthalen-2-ol). The yield is 37.7%. RXN SMILES: [CH2:1]([N:3]([C:31](=O)[C:32]1[CH:37]=[CH:36][C:35]([OH:38])=[C:34]([F:39])[CH:33]=1)[C:4]1[CH:9]=[C:8]([O:10][CH3:11])[C:7]([O:12][CH3:13])=[CH:6][C:5]=1[C@@H:14]1[CH2:23][CH2:22][C:21]2[CH:20]=[C:19]([O:24]C(=O)C(C)(C)C)[CH:18]=[CH:17][C:16]=2[CH2:15]1)[CH3:2].Cl[CH2:42][C:43]([N:45]([CH3:52])[CH:46]1[CH2:51][CH2:50][O:49][CH2:48][CH2:47]1)=O>>[CH2:1]([N:3]([CH2:31][C:32]1[CH:37]=[CH:36][C:35]([O:38][CH2:42][CH2:43][N:45]([CH3:52])[CH:46]2[CH2:51][CH2:50][O:49][CH2:48][CH2:47]2)=[C:34]([F:39])[CH:33]=1)[C:4]1[CH:9]=[C:8]([O:10][CH3:11])[C:7]([O:12][CH3:13])=[CH:6][C:5]=1[C@@H:14]1[CH2:23][CH2:22][C:21]2[CH:20]=[C:19]([OH:24])[CH:18]=[CH:17][C:16]=2[CH2:15]1)[CH3:2]. Procedure: Synthesized from pivalic acid (R)-6-{2-[ethyl(3-fluoro-4-hydroxybenzoyl)amino]-4,5-dimethoxyphenyl}-5,6,7,8-tetrahydronaphthalen-2-yl ester (15 mg) and 2-chloro-N-methyl-N-(tetrahydropyran-4-yl)acetamide (10 mg) according to an analogous synthetic method to Example 404 and purified by LC-MS, the title compound (6.1 mg) was obtained. Solvent: O (water), C(=O)(O)[O-].[Na+] (NaHCO3), CN(C)C=O (DMF). Procedure details: To a mixture of 3-{5-[5-(2,6-dichloro-phenylmethanesulfonyl)-2-oxo-1,2-dihydro-indol-(3Z)-ylidenemethyl]-2,4-dimethyl-1H-pyrrol-3-yl}-propionic acid (178 mg, 0.33 mmol), EDAC (97 mg, 0.51 mmol) and HOBt (67 mg, 0.5 mmol) in DMF (4 mL) was added (R)-2-pyrrolidin-1-ylmethyl-pyrrolidine (106 mg, 0.68 mmol) and TEA (0.1 mL). The mixture was stirred at rt for 20 hours. The reaction was diluted with water and NaHCO3, extracted with DCM. The combined DCM was concentrated and the residue was purified on... The product is ClC1=C(C(=CC=C1)Cl)CS(=O)(=O)C=1C=C2/C(/C(NC2=CC1)=O)=C/C=1NC(=C(C1C)CCC(N1[C@H](CCC1)CN1CCCC1)=O)C (5-(2,6-Dichloro-phenylmethanesulfonyl)-3-[1-{3,5-dimethyl-4-[3-oxo-3-((R)-2-pyrrolidin-1-ylmethyl-pyrrolidin-1-yl)-propyl]-1H-pyrrol-2-yl}-meth-(Z)-ylidene]-1,3-dihydro-indol-2-one). Reactants: ClC1=C(C(=CC=C1)Cl)CS(=O)(=O)C=1C=C2/C(/C(NC2=CC1)=O)=C/C1=C(C(=C(N1)C)CCC(=O)O)C (3-{5-[5-(2,6-dichloro-phenylmethanesulfonyl)-2-oxo-1,2-dihydro-indol-(3Z)-ylidenemethyl]-2,4-dimethyl-1H-pyrrol-3-yl}-propionic acid), CCN=C=NCCCN(C)C (EDAC), C=1C=CC2=C(C1)N=NN2O (HOBt), N1(CCCC1)C[C@@H]1NCCC1 ((R)-2-pyrrolidin-1-ylmethyl-pyrrolidine), TEA. As a reaction SMILES: [Cl:1][C:2]1[CH:7]=[CH:6][CH:5]=[C:4]([Cl:8])[C:3]=1[CH2:9][S:10]([C:13]1[CH:14]=[C:15]2[C:19](=[CH:20][CH:21]=1)[NH:18][C:17](=[O:22])/[C:16]/2=[CH:23]\[C:24]1[NH:28][C:27]([CH3:29])=[C:26]([CH2:30][CH2:31][C:32](O)=[O:33])[C:25]=1[CH3:35])(=[O:12])=[O:11].CCN=C=NCCCN(C)C.C1C=CC2N(O)N=NC=2C=1.[N:57]1([CH2:62][C@H:63]2[CH2:67][CH2:66][CH2:65][NH:64]2)[CH2:61][CH2:60][CH2:59][CH2:58]1>CN(C=O)C.O.C([O-])(O)=O.[Na+]>[Cl:8][C:4]1[CH:5]=[CH:6][CH:7]=[C:2]([Cl:1])[C:3]=1[CH2:9][S:10]([C:13]1[CH:14]=[C:15]2[C:19](=[CH:20][CH:21]=1)[NH:18][C:17](=[O:22])/[C:16]/2=[CH:23]\[C:24]1[NH:28][C:27]([CH3:29])=[C:26]([CH2:30][CH2:31][C:32](=[O:33])[N:64]2[CH2:65][CH2:66][CH2:67][C@@H:63]2[CH2:62][N:57]2[CH2:61][CH2:60][CH2:59][CH2:58]2)[C:25]=1[CH3:35])(=[O:11])=[O:12] |f:6.7|. Reaction conditions: time 20 hour. The reactants are S1C(=NC2=C1C=CC=C2)NC(=O)C=2C=CC=C1CCN(CC21)C2=CC=C(C(=N2)C(=O)OC(C)(C)C)B2OC(C(O2)(C)C)(C)C (tert-butyl 6-(8-(benzo[d]thiazol-2-ylcarbamoyl)-3,4-dihydroisoquinolin-2(1H)-yl)-3-(4,4,5,5-tetramethyl-1,3,2-dioxaborolan-2-yl)picolinate), EXAMPLE 108A, O1CCOCC1 (dioxane). Reagents/catalysts: C1=CC=C(C=C1)P([C-]2C=CC=C2)C3=CC=CC=C3.C1=CC=C(C=C1)P([C-]2C=CC=C2)C3=CC=CC=C3.Cl[Pd]Cl.[Fe+2] ([1,1′-bis(diphenylphosphino)ferrocene]dichloropalladium(II)). The solvent is C(=O)([O-])[O-].[Na+].[Na+] (Na2CO3). The product is S1C(=NC2=C1C=CC=C2)NC(=O)C=2C=CC=C1CCN(CC21)C2=CC=C(C(=N2)C(=O)OC(C)(C)C)C2=CC(=C(C=C2)C)OC2=CC=CC=C2 (tert-butyl 6-(8-(benzo[d]thiazol-2-ylcarbamoyl)-3,4-dihydroisoquinolin-2(1H)-yl)-3-(4-methyl-3-phenoxyphenyl)picolinate). RXN SMILES: [S:1]1[C:5]2[CH:6]=[CH:7][CH:8]=[CH:9][C:4]=2[N:3]=[C:2]1[NH:10][C:11]([C:13]1[CH:14]=[CH:15][CH:16]=[C:17]2[C:22]=1[CH2:21][N:20]([C:23]1[N:28]=[C:27]([C:29]([O:31][C:32]([CH3:35])([CH3:34])[CH3:33])=[O:30])[C:26](B3OC(C)(C)C(C)(C)O3)=[CH:25][CH:24]=1)[CH2:19][CH2:18]2)=[O:12].O1[CH2:50][CH2:49][O:48][CH2:47][CH2:46]1>C([O-])([O-])=O.[Na+].[Na+].C1C=CC(P(C2C=CC=CC=2)[C-]2C=CC=C2)=CC=1.C1C=CC(P(C2C=CC=CC=2)[C-]2C=CC=C2)=CC=1.Cl[Pd]Cl.[Fe+2]>[S:1]1[C:5]2[CH:6]=[CH:7][CH:8]=[CH:9][C:4]=2[N:3]=[C:2]1[NH:10][C:11]([C:13]1[CH:14]=[CH:15][CH:16]=[C:17]2[C:22]=1[CH2:21][N:20]([C:23]1[N:28]=[C:27]([C:29]([O:31][C:32]([CH3:35])([CH3:34])[CH3:33])=[O:30])[C:26]([C:6]3[CH:5]=[CH:4][C:9]([CH3:8])=[C:47]([O:48][C:49]4[CH:50]=[CH:21][CH:22]=[CH:13][CH:11]=4)[CH:46]=3)=[CH:25][CH:24]=1)[CH2:19][CH2:18]2)=[O:12] |f:2.3.4,5.6.7.8|. Reported procedure: A mixture of EXAMPLE 30A (172 mg), EXAMPLE 108A (74 mg), and [1,1′-bis(diphenylphosphino)ferrocene]dichloropalladium(II) (10 mg) in dioxane (6 mL) and 2M aqueous Na2CO3 solution (3 mL) was stirred at 60° C. for 18 hours. The mixture was chromatographed on silica gel using 2-20% ethyl acetate in hexanes to afford the title compound. The reactants are O=C(O)C(CCBr)(c1ccccc1)c1ccccc1, O=C(Cl)C(CCBr)(c1ccccc1)c1ccccc1, O=C([O-])[O-], CNC, Cc1ccccc1, ClC(Cl)Cl, [Na+], [Na+], O, O=S(Cl)Cl. The product is [Br-], C[N+](C)=C1OCCC1(c1ccccc1)c1ccccc1. Reaction SMILES: [Br:1][CH2:2][CH2:3][C:4]([C:5](=[O:6])[OH:7])([c:8]1[cH:9][cH:10][cH:11][cH:12][cH:13]1)[c:14]1[cH:15][cH:16][cH:17][cH:18][cH:19]1.[Br:33][CH2:34][CH2:35][C:36]([c:37]1[cH:38][cH:39][cH:40][cH:41][cH:42]1)([c:43]1[cH:44][cH:45][cH:46][cH:47][cH:48]1)[C:49]([Cl:50])=[O:51].[C:27](=[O:28])([O-:29])[O-:30].[CH3:24][NH:25][CH3:26].[CH3:57][c:58]1[cH:59][cH:60][cH:61][cH:62][cH:63]1.[Cl:52][CH:53]([Cl:54])[Cl:55].[Na+:31].[Na+:32].[OH2:56].[S:20]([Cl:21])([Cl:22])=[O:23]>>[Br-:1].[CH2:2]1[CH2:3][C:4]([c:8]2[cH:9][cH:10][cH:11][cH:12][cH:13]2)([c:14]2[cH:15][cH:16][cH:17][cH:18][cH:19]2)[C:5](=[N+:25]([CH3:24])[CH3:26])[O:6]1. Starting materials: [Br-].C1OC(CCC[P+](C2=CC=CC=C2)(C2=CC=CC=C2)C2=CC=CC=C2)(C)OC1 (4,4-ethylenedioxypentan-1-yltriphenylphosphonium bromide), CCCCCC (n-hexane), C(C)OC(C(CCC=C(C)C)=O)OCC (1,1-diethoxy-6-methyl-5-hepten-2-one), ice water. Run in O1CCCC1 (tetrahydrofuran), C(C)(=O)O (acetic acid). Reaction conditions: temperature -60 celsius, time 1 hour. Product: C1OC(C)(CCC=C(CCC=C(C)C)C=O)OC1 (2,2-Ethylenedioxy-6-formyl-10-methyl-5,9-undecadiene). As a reaction SMILES: [Br-].[CH2:2]1[CH2:29][O:28][C:4]([CH3:27])([CH2:5][CH2:6][CH2:7][P+](C2C=CC=CC=2)(C2C=CC=CC=2)C2C=CC=CC=2)[O:3]1.C([O:32][CH:33](OCC)[C:34](=O)[CH2:35][CH2:36][CH:37]=[C:38]([CH3:40])[CH3:39])C.CCCCCC>O1CCCC1.C(O)(=O)C>[CH2:29]1[CH2:2][O:3][C:4]([CH2:5][CH2:6][CH:7]=[C:34]([CH:33]=[O:32])[CH2:35][CH2:36][CH:37]=[C:38]([CH3:40])[CH3:39])([CH3:27])[O:28]1 |f:0.1|. Procedure: In 160 ml of anhydrous tetrahydrofuran was suspended 38.5 g of 4,4-ethylenedioxypentan-1-yltriphenylphosphonium bromide, and to this was added the equimolar amount of a n-butyllithium-hexane solution at -20° C. in a stream of nitrogen. The reaction mixture was stirred for one hour and cooled to -60° C. To this was added 14.5 g of 1,1-diethoxy-6-methyl-5-hepten-2-one, and the resulting mixture was stirred at room temperature for 3 hours. The reaction mixture was, after addition of ice-water, extr... Starting materials: CCI, C1CCOC1, COC(=O)NCCCOc1ccc(C(=O)N2c3ccccc3C(N(C(C)=O)c3ccc(Cl)cc3)CC2C)cc1, [H-], [Na+], CN(C)C=O. Product: CCN(CCCOc1ccc(C(=O)N2c3ccccc3C(N(C(C)=O)c3ccc(Cl)cc3)CC2C)cc1)C(=O)OC. RXN SMILES: [CH2:42]([CH3:43])[I:44].[CH2:45]1[O:46][CH2:47][CH2:48][CH2:49]1.[CH3:1][O:2][C:3]([NH:4][CH2:5][CH2:6][CH2:7][O:8][c:9]1[cH:10][cH:11][c:12]([C:15](=[O:16])[N:17]2[CH:18]([CH3:38])[CH2:19][CH:20]([N:27]([c:28]3[cH:29][cH:30][c:31]([Cl:34])[cH:32][cH:33]3)[C:35]([CH3:36])=[O:37])[c:21]3[cH:22][cH:23][cH:24][cH:25][c:26]32)[cH:13][cH:14]1)=[O:39].[H-:40].[Na+:41].[O:50]=[CH:51][N:52]([CH3:53])[CH3:54]>>[CH3:1][O:2][C:3]([N:4]([CH2:5][CH2:6][CH2:7][O:8][c:9]1[cH:10][cH:11][c:12]([C:15](=[O:16])[N:17]2[CH:18]([CH3:38])[CH2:19][CH:20]([N:27]([c:28]3[cH:29][cH:30][c:31]([Cl:34])[cH:32][cH:33]3)[C:35]([CH3:36])=[O:37])[c:21]3[cH:22][cH:23][cH:24][cH:25][c:26]32)[cH:13][cH:14]1)[CH2:42][CH3:43])=[O:39].